Task: describe an organic reaction: reactants, conditions, products, and yield. Dataset: the Open Reaction Database (ORD), a public repository of structured organic reaction records Reported procedure: According to the same manner as that in Example 1, 2-(dimethylaminomethylene)amino-1-(2-propynyl)imidazole (0.2 g) was treated with 6N hydrochloric acid to give 2-amino-1-(2-propynyl)imidazole hydrochloride (0.12 g, Yield: 54%). Reactants: CN(C)C=NC=1N(C=CN1)CC#C (2-(dimethylaminomethylene)amino-1-(2-propynyl)imidazole), Cl (hydrochloric acid). As a reaction SMILES: CN(C=[N:5][C:6]1[N:7]([CH2:11][C:12]#[CH:13])[CH:8]=[CH:9][N:10]=1)C.[ClH:14]>>[ClH:14].[NH2:5][C:6]1[N:7]([CH2:11][C:12]#[CH:13])[CH:8]=[CH:9][N:10]=1 |f:2.3|. The product is Cl.NC=1N(C=CN1)CC#C (2-amino-1-(2-propynyl)imidazole hydrochloride). Yield: 54.0%. Starting materials: O=C([O-])[O-], CCOC(C)=O, ClCCCl, NC1CCN(Cc2ccccc2)CC1, [Na+], [Na+], O=C1CCOCC1. Product: c1ccc(CN2CCC(NC3CCOCC3)CC2)cc1. RXN SMILES: [C:22](=[O:23])([O-:24])[O-:25].[CH3:28][CH2:29][O:30][C:31]([CH3:32])=[O:33].[Cl:34][CH2:35][CH2:36][Cl:37].[NH2:1][CH:2]1[CH2:3][CH2:4][N:5]([CH2:8][c:9]2[cH:10][cH:11][cH:12][cH:13][cH:14]2)[CH2:6][CH2:7]1.[Na+:26].[Na+:27].[O:15]1[CH2:16][CH2:17][C:18](=[O:21])[CH2:19][CH2:20]1>>[NH:1]([CH:2]1[CH2:3][CH2:4][N:5]([CH2:8][c:9]2[cH:10][cH:11][cH:12][cH:13][cH:14]2)[CH2:6][CH2:7]1)[CH:18]1[CH2:17][CH2:16][O:15][CH2:20][CH2:19]1. The reactants are C(C)OC(=O)C=1N=NSC1NC1=CC=CC=C1 (5-phenylamino-[1,2,3]thiadiazole-4-carboxylic acid ethyl ester), Cl (HCl). The solvent is [OH-].[Na+] (NaOH). Reaction conditions: time 1.5 hour. Yields the product C1(=CC=CC=C1)NC1=C(N=NS1)C(=O)O (5-Phenylamino-[1,2,3]thiadiazole-4-carboxylic Acid). As a reaction SMILES: C([O:3][C:4]([C:6]1[N:7]=[N:8][S:9][C:10]=1[NH:11][C:12]1[CH:17]=[CH:16][CH:15]=[CH:14][CH:13]=1)=[O:5])C.Cl>[OH-].[Na+]>[C:12]1([NH:11][C:10]2[S:9][N:8]=[N:7][C:6]=2[C:4]([OH:5])=[O:3])[CH:13]=[CH:14][CH:15]=[CH:16][CH:17]=1 |f:2.3|. Procedure details: A suspension of 5-phenylamino-[1,2,3]thiadiazole-4-carboxylic acid ethyl ester(0.1 g, 0.4 mmol, prepared as above) in 10 ml of 10% NaOH solution was stirred at room temperature for 1.5 h. The pH of the solution was adjusted with 5% HCl solution to about 2. The solution was extracted with CHCl3 (2×20 mL). The organic layer was dried with anhydrous Na2SO4. The product was obtained as an off-white solid after the removal of the solvent (0.06 g, 67%). m.p.: 165° C. (decomp.). 1H NMR (ppm, DMSO-d6): ... The product is O=C(O)c1ccc2c(Cl)ccnc2c1. RXN SMILES: [Cl:1][c:2]1[cH:3][cH:4][n:5][c:6]2[cH:7][c:8]([C:12]([F:13])([F:14])[F:15])[cH:9][cH:10][c:11]12.[Na+:18].[OH-:17].[OH2:16].[S:19](=[O:20])(=[O:21])([OH:22])[OH:23]>>[Cl:1][c:2]1[cH:3][cH:4][n:5][c:6]2[cH:7][c:8]([C:12](=[O:16])[OH:17])[cH:9][cH:10][c:11]12. Reactants: FC(F)(F)c1ccc2c(Cl)ccnc2c1, [Na+], [OH-], O, O=S(=O)(O)O. Reactants: C(=O)O (formic acid), CC(=CCCC(=O)OC)CCCC(CCCC(CCCC(C)C)C)C (methyl 5,9,13,17-tetramethyloctadec-4-enoate), C([C@H](O)[C@H](O)CO)O (erythritol), C([O-])([O-])=O.[K+].[K+] (potassium carbonate). The solvent is CN(C=O)C (N,N-dimethylformamide). Reaction conditions: time 10 hour. The product is CC(=CCCC(=O)OC[C@H](O)[C@H](O)CO)CCCC(CCCC(CCCC(C)C)C)C (mono-O-(5,9,13,17-tetramethyloctadec-4-enoyl)erythritol). As a reaction SMILES: [CH3:1][C:2]([CH2:10][CH2:11][CH2:12][CH:13]([CH3:25])[CH2:14][CH2:15][CH2:16][CH:17]([CH3:24])[CH2:18][CH2:19][CH2:20][CH:21]([CH3:23])[CH3:22])=[CH:3][CH2:4][CH2:5][C:6]([O:8][CH3:9])=[O:7].[CH2:26]([OH:33])[C@@H:27]([C@@H:29](CO)[OH:30])[OH:28].C(=O)([O-])[O-].[K+].[K+].C(O)=O>CN(C)C=O>[CH3:1][C:2]([CH2:10][CH2:11][CH2:12][CH:13]([CH3:25])[CH2:14][CH2:15][CH2:16][CH:17]([CH3:24])[CH2:18][CH2:19][CH2:20][CH:21]([CH3:23])[CH3:22])=[CH:3][CH2:4][CH2:5][C:6]([O:8][CH2:9][C@@H:26]([C@@H:27]([CH2:29][OH:30])[OH:28])[OH:33])=[O:7] |f:2.3.4|. Procedure: Under reduced pressure of 60-70 mmHg and nitrogen gas stream, 199 g (0.564 mol) of methyl 5,9,13,17-tetramethyloctadec-4-enoate was slowly added dropwise to a solution of 191 g (1.56 mol) of erythritol and 1.58 g (1.15 mmol) of potassium carbonate in dry N,N-dimethylformamide (700 mL) at 78-83° C. After the reaction mixture was stirred at the same temperature for 10 hours, formic acid was added at 75° C. to adjust the pH to 4. After the resulting solution was subjected to vacuum concentration, t...